This data is from the Open Reaction Database (ORD), a public repository of structured organic reaction records. The task is: describe an organic reaction: reactants, conditions, products, and yield The reactants are C1CCOC1, CSc1ccc(C[Mg+])cc1, CON(C)C(=O)c1ccccc1, [Cl-]. The product is CSc1ccc(CC(=O)c2ccccc2)cc1. Reaction SMILES: [CH2:24]1[O:25][CH2:26][CH2:27][CH2:28]1.[CH3:14][S:15][c:16]1[cH:17][cH:18][c:19]([CH2:20][Mg+:21])[cH:22][cH:23]1.[CH3:1][O:2][N:3]([CH3:4])[C:5](=[O:6])[c:7]1[cH:8][cH:9][cH:10][cH:11][cH:12]1.[Cl-:13]>>[C:5](=[O:6])([c:7]1[cH:8][cH:9][cH:10][cH:11][cH:12]1)[CH2:20][c:19]1[cH:18][cH:17][c:16]([S:15][CH3:14])[cH:23][cH:22]1.